This data is from the Open Reaction Database (ORD), a public repository of structured organic reaction records. The task is: describe an organic reaction: reactants, conditions, products, and yield The reactants are Cl (hydrochloric acid), FC=1C=C(C=CC1)C1=CC=C(C=C1)CCC (3-fluoro-4′-propylbiphenyl), C1CCOC1 (THF), C(C)(CC)[Li] (sec-butyllithium). The solvent is C1(=CC=CC=C1)C (toluene), CCCCCC (n-hexane), C1CCCCC1 (cyclohexane), CN(C=O)C (N,N-dimethylformamide). Run at temperature -74 celsius, time 120 minute. Product: FC=1C=C(C=CC1C=O)C1=CC=C(C=C1)CCC (3-fluoro-4′-propylbiphenyl-4-carbaldehyde). RXN SMILES: [F:1][C:2]1[CH:3]=[C:4]([C:8]2[CH:13]=[CH:12][C:11]([CH2:14][CH2:15][CH3:16])=[CH:10][CH:9]=2)[CH:5]=[CH:6][CH:7]=1.C1C[O:20][CH2:19]C1.C([Li])(CC)C.Cl>C1(C)C=CC=CC=1.CN(C)C=O.CCCCCC.C1CCCCC1>[F:1][C:2]1[CH:3]=[C:4]([C:8]2[CH:13]=[CH:12][C:11]([CH2:14][CH2:15][CH3:16])=[CH:10][CH:9]=2)[CH:5]=[CH:6][C:7]=1[CH:19]=[O:20]. Reported procedure: In a reaction vessel under a nitrogen atmosphere, 27.0 g of 3-fluoro-4′-propylbiphenyl (T-1) and 270 ml of THF were put, and cooled to −74° C. Thereto, 141 ml of cyclohexane and n-hexane solution of 1.07 M sec-butyllithium was added dropwise in a temperature range of −74° C. to −65° C., and stirred for another 120 minutes. Subsequently, 19.5 ml of N,N-dimethylformamide (DMF) was added dropwise in a temperature range of −74° C. to −67° C., and stirred for another 60 minutes. The reaction mixture ...